Dataset: the Open Reaction Database (ORD), a public repository of structured organic reaction records. Task: describe an organic reaction: reactants, conditions, products, and yield Starting materials: C([O-])([O-])=O.[K+].[K+] (potassium carbonate), BrC(C(C(=O)OCC)=O)CC1=C(C=CC(=C1)Br)OC (ethyl 3-bromo-4-(2-methoxy-5-bromophenyl)-2-oxobutanoate), COC1=C(C=C(C=C1)Br)CCC(=O)OCC (ethyl 3-(2-methoxy-5-bromophenyl)propanoate), NC1=NC=CN=C1 (2-aminopyrazine). Solvent: C(C)O (ethanol). Yields the product BrC=1C=CC(=C(C1)CC1=C(N=C2N1C=CC=C2)C(=O)OCC)OC (ethyl 3-[(5-bromo-2-methoxyphenyl)methyl]-imidazolo[1,2-a]pyridine-2-carboxylate). Isolated yield 48.0%. Reaction SMILES: Br[CH:2]([CH2:10][C:11]1[CH:16]=[C:15]([Br:17])[CH:14]=[CH:13][C:12]=1[O:18][CH3:19])[C:3](=O)[C:4]([O:6][CH2:7][CH3:8])=[O:5].[CH3:20]OC1C=CC(Br)=CC=1CCC(OCC)=O.[NH2:36][C:37]1[CH:42]=N[CH:40]=[CH:39][N:38]=1.C(=O)([O-])[O-].[K+].[K+]>C(O)C>[Br:17][C:15]1[CH:14]=[CH:13][C:12]([O:18][CH3:19])=[C:11]([CH2:10][C:2]2[N:38]3[CH:39]=[CH:40][CH:20]=[CH:42][C:37]3=[N:36][C:3]=2[C:4]([O:6][CH2:7][CH3:8])=[O:5])[CH:16]=1 |f:3.4.5|. Procedure details: A solution of 11.94 g of the 3:2 mixture of ethyl 3-bromo-4-(2-methoxy-5-bromophenyl)-2-oxobutanoate and ethyl 3-(2-methoxy-5-bromophenyl)propanoate in 150 mL of ethanol is treated with 2.85 g (30.0 mmol) of 2-aminopyrazine and heated to reflux temperature for 16 hr. The reaction mixture is cooled to room temperature and treated with 10 g of potassium carbonate. The mixture is filtered through Celite and the solvent removed in vacuo to yield the crude material. The resulting residue is flash chr... The reactants are ClN1C(CCC1=O)=O (N-Chlorosuccinimide), BrC=1C(=C2C(=NC1)NC=C2)C (5-Bromo-4-methyl-1H-pyrrolo[2,3-b]pyridine), O (Water). Solvent: O1CCCC1 (tetrahydrofuran). Reaction conditions: time 3 day. Yields the product BrC=1C(=C2C(=NC1)NC=C2Cl)C (5-Bromo-3-chloro-4-methyl-1H-pyrrolo[2,3-b]pyridine). The yield is 96.9%. As a reaction SMILES: [Br:1][C:2]1[C:3]([CH3:11])=[C:4]2[CH:10]=[CH:9][NH:8][C:5]2=[N:6][CH:7]=1.[Cl:12]N1C(=O)CCC1=O.O>O1CCCC1>[Br:1][C:2]1[C:3]([CH3:11])=[C:4]2[C:10]([Cl:12])=[CH:9][NH:8][C:5]2=[N:6][CH:7]=1. Procedure details: The compound obtained in Step 3 of Example 36 (323 mg) was dissolved in tetrahydrofuran (6 ml). N-Chlorosuccinimide (225 mg) was added and the mixture was stirred at room temperature for three days. Water was added to the reaction solution, followed by extraction with chloroform. The organic layer was dried over anhydrous sodium sulfate, and the solvent was evaporated to give the title compound (364 mg). Reactants: COC=1C=C(C=C(C1OC)OC)NC1=NC(=CN=C1)Cl (2-(3,4,5-trimethoxyphenylamino)-6-chloropyrazine), OC1=C2C=CNC2=CC=C1 (4-hydroxyindole). Product: N1C=CC2=C(C=CC=C12)OC1=CN=CC(=N1)NC1=CC(=C(C(=C1)OC)OC)OC (6-(1H-Indol-4-yloxy)-N-(3,4,5-trimethoxyphenyl)pyrazin-2-amine). The yield is 17.0%. Reaction SMILES: [CH3:1][O:2][C:3]1[CH:4]=[C:5]([NH:13][C:14]2[CH:19]=[N:18][CH:17]=[C:16](Cl)[N:15]=2)[CH:6]=[C:7]([O:11][CH3:12])[C:8]=1[O:9][CH3:10].[OH:21][C:22]1[CH:30]=[CH:29][CH:28]=[C:27]2[C:23]=1[CH:24]=[CH:25][NH:26]2>>[NH:26]1[C:27]2[C:23](=[C:22]([O:21][C:16]3[N:15]=[C:14]([NH:13][C:5]4[CH:4]=[C:3]([O:2][CH3:1])[C:8]([O:9][CH3:10])=[C:7]([O:11][CH3:12])[CH:6]=4)[CH:19]=[N:18][CH:17]=3)[CH:30]=[CH:29][CH:28]=2)[CH:24]=[CH:25]1. Procedure: Using Method X with 150 mg of 2-(3,4,5-trimethoxyphenylamino)-6-chloropyrazine and 4-hydroxyindole, the title compound was obtained (34 mg). Yield: 17%. 1H NMR (250 MHz, DMSO-d6) δ 3.24 (s, 6H), 3.49 (s, 3H), 6.10-6.12 (m, 1H), 6.66 (s, 2H), 6.79 (d, 1H, J=7.1 Hz), 7.07 (t, 1H, J=7.8 Hz), 7.25-7.29 (m, 2H), 7.79 (s, 1H), 7.92 (s, 1H), 9.44 (s, 1H), 11.26 (s, 1H). 13C NMR (62.9 MHz, DMSO-d6) δ 55.12, 59.96, 95.43, 98.04, 108.42, 109.87, 120.50, 120.91, 121.37, 125.36, 127.87, 131.91, 136.34, 138.... Starting materials: [I-].[Na+] (sodium iodide), Cl[Si](C)(C)C (Chlorotrimethylsilane), C1(CCCCC1)N=C=NC1CCCCC1 (N,N'-Dicyclohexylcarbodiimide), C(C)(=O)SC1=C(C(=O)O)C=CC=C1OC (2-acetylthio-3-methoxybenzoic acid), C(C)(C)(C)OC(CNC1CCCC1)=O (N-cyclopentylglycine t-butyl ester). Reaction SMILES: C1(N=C=NC2CCCCC2)CCCCC1.[C:16]([S:19][C:20]1[C:28]([O:29][CH3:30])=[CH:27][CH:26]=[CH:25][C:21]=1[C:22]([OH:24])=O)(=[O:18])[CH3:17].C([O:35][C:36](=[O:44])[CH2:37][NH:38][CH:39]1[CH2:43][CH2:42][CH2:41][CH2:40]1)(C)(C)C.[I-].[Na+].Cl[Si](C)(C)C>C(Cl)Cl.C(#N)C>[C:16]([S:19][C:20]1[C:28]([O:29][CH3:30])=[CH:27][CH:26]=[CH:25][C:21]=1[C:22]([N:38]([CH:39]1[CH2:43][CH2:42][CH2:41][CH2:40]1)[CH2:37][C:36]([OH:44])=[O:35])=[O:24])(=[O:18])[CH3:17] |f:3.4|. Product: C(C)(=O)SC1=C(C(=O)N(CC(=O)O)C2CCCC2)C=CC=C1OC (N-(2-Acetylthio-3-methoxybenzoyl)-N-cyclopentylglycine). The solvent is C(C)#N (acetonitrile), C(Cl)Cl (methylene chloride), C(Cl)Cl (methylene chloride). Procedure details: N,N'-Dicyclohexylcarbodiimide (10.3 g, 50 mmol) in methylene chloride (80 ml) was added to 2-acetylthio-3-methoxybenzoic acid (11.3 g, 50 mmol) and N-cyclopentylglycine t-butyl ester (10.0 g, 50 mmol) in methylene chloride (300 ml) at 0°-5° C. Overnight stirring was followed by filtration and washing of the filtrate with dilute hydrochloric acid, sodium bicarbonate solution and brine. Dryng and concentration gave a gum which was dissolved in acetonitrile (65 ml), combined with sodium iodide (11.... Run at time 8 hour.